This data is from the Open Reaction Database (ORD), a public repository of structured organic reaction records. The task is: describe an organic reaction: reactants, conditions, products, and yield Procedure details: (R)-1-(4-(4-Chlorophenyl)piperidin-1-yl)-3-methyl-2-(3-phenyl-1H-1,2,4-triazol-5-ylamino)butan-1-one (40 mg, 0.09 mmol) was dissolved in THF (0.5 mL) and then treated with MeNHNH2 (10 μL, excess). The reaction was stirred at rt. overnight. After this time, the THF was removed in vacuo and the remains were taken up in MeOH and then purified by preparative HPLC to give (R)-1-(4-(4-chlorophenyl)piperidin-1-yl)-3-methyl-2-(1-methyl-3-phenyl-1H-1,2,4-triazol-5-ylamino)butan-1-one (18 mg, 47%) as a 90... RXN SMILES: [Cl:1][C:2]1[CH:7]=[CH:6][C:5]([CH:8]2[CH2:13][CH2:12][N:11]([C:14](=[O:31])[C@H:15]([NH:19][C:20]3[NH:24][N:23]=[C:22]([C:25]4[CH:30]=[CH:29][CH:28]=[CH:27][CH:26]=4)[N:21]=3)[CH:16]([CH3:18])[CH3:17])[CH2:10][CH2:9]2)=[CH:4][CH:3]=1.[CH3:32]NN>C1COCC1>[Cl:1][C:2]1[CH:3]=[CH:4][C:5]([CH:8]2[CH2:13][CH2:12][N:11]([C:14](=[O:31])[C@H:15]([NH:19][C:20]3[N:24]([CH3:32])[N:23]=[C:22]([C:25]4[CH:26]=[CH:27][CH:28]=[CH:29][CH:30]=4)[N:21]=3)[CH:16]([CH3:18])[CH3:17])[CH2:10][CH2:9]2)=[CH:6][CH:7]=1. The yield is 47.0%. The solvent is C1CCOC1 (THF). Yields the product ClC1=CC=C(C=C1)C1CCN(CC1)C([C@@H](C(C)C)NC1=NC(=NN1C)C1=CC=CC=C1)=O ((R)-1-(4-(4-chlorophenyl)piperidin-1-yl)-3-methyl-2-(1-methyl-3-phenyl-1H-1,2,4-triazol-5-ylamino)butan-1-one). The reactants are ClC1=CC=C(C=C1)C1CCN(CC1)C([C@@H](C(C)C)NC1=NC(=NN1)C1=CC=CC=C1)=O ((R)-1-(4-(4-Chlorophenyl)piperidin-1-yl)-3-methyl-2-(3-phenyl-1H-1,2,4-triazol-5-ylamino)butan-1-one), CNN (MeNHNH2). Yields the product COC(C1=CC(=C(C=C1)CBr)C#N)=O (4-bromomethyl-3-cyano-benzoic acid methyl ester). Isolated yield 44.6%. Solvent: C1CCOC1 (THF), C1CCOC1 (THF), C1CCOC1 (THF). RXN SMILES: BrCCBr.[CH3:5][O:6][C:7](=[O:16])[C:8]1[CH:13]=[CH:12][C:11]([CH2:14][Br:15])=[CH:10][CH:9]=1.S([C:27]#[N:28])(C1C=CC(C)=CC=1)(=O)=O>C1COCC1.[Zn].Cl[Si](C)(C)C>[CH3:5][O:6][C:7](=[O:16])[C:8]1[CH:13]=[CH:12][C:11]([CH2:14][Br:15])=[C:10]([C:27]#[N:28])[CH:9]=1. Reactants: COC(C1=CC=C(C=C1)CBr)=O (methyl-4(bromomethyl)benzoate), S(=O)(=O)(C1=CC=C(C)C=C1)C#N (tosyl cyanide), BrCCBr (1,2-dibromoethane), resultant mixture. Conditions: temperature 70 celsius, time 10 minute. The reagents and catalysts are [Zn] (zinc), Cl[Si](C)(C)C (chlorotrimethylsilane). Procedure details: A suspension of zinc dust (792 mg, 12.12 mmol) and 1,2-dibromoethane (44 μL, 0.51 mmol) in THF (3 mL) was stirred at 70° C. for 10 minutes. The mixture was cooled to room temperature and chlorotrimethylsilane (45 μL, 0.36 mmol) was added. The mixture was cooled to 0° C. and a solution of methyl-4(bromomethyl)benzoate (2.314 g, 10.10 mmol) in THF (11 mL) was added at 0° C. over 2 hours and then stirred for an additional 2 hours at 0° C. The reaction mixture was cooled to −78° C. and a solution of... Starting materials: C1(=CC=CC=C1)CC(C(C(=O)OC)Cl)=O (Methyl 4-Phenyl-2-chloro-3-oxobutyrate), C1(=CC=CC=C1)CC(C(C(=O)OC)Cl)=O (Methyl 4-Phenyl-2-chloro-3-oxobutyrate), Ru2Cl4 ((R)-tol--BINAP)2. Run in CO (methanol). Conditions: time 20 hour. The product is Cl[C@H](C(=O)OC)[C@@H](CC1=CC=CC=C1)O (Methyl (2S,3R)-2-chloro-3-hydroxy-4-phenylbutyrate). The yield is 125069.9%. As a reaction SMILES: [C:1]1([CH2:7][C:8](=[O:15])[CH:9]([Cl:14])[C:10]([O:12][CH3:13])=[O:11])[CH:6]=[CH:5][CH:4]=[CH:3][CH:2]=1>CO>[Cl:14][C@@H:9]([C@H:8]([OH:15])[CH2:7][C:1]1[CH:2]=[CH:3][CH:4]=[CH:5][CH:6]=1)[C:10]([O:12][CH3:13])=[O:11]. Procedure: In a 500 ml Schlenk tube was put 0.36 g (0.4 mmol) of Ru2Cl4 ((R)-tol--BINAP)2 (NEt3). After purging with nitrogen, 56.7 g (0.2 mmol) of methyl 4-phenyl-2-chloro-3-oxobutyrate (compound (III)) and 280 ml of methanol were dissolved therein. The solution was charged in a 500 ml autoclave and stirred at room temperature under a hydrogen pressure of 80 atm for 20 hours. The reaction mixture was concentrated to give 57.2 g (95%) of the title compound (IV). The reactants are CC(=O)O, CCC(CCCCC1CCC2C1CC(=O)C2(Cl)Cl)OC, [Zn]. Product: CCC(CCCCC1CCC2CC(=O)CC12)OC. As a reaction SMILES: [CH3:22][C:23](=[O:24])[OH:25].[Cl:1][C:2]1([Cl:20])[CH:3]2[CH2:4][CH2:5][CH:6]([CH2:11][CH2:12][CH2:13][CH2:14][CH:15]([CH2:16][CH3:17])[O:18][CH3:19])[CH:7]2[CH2:8][C:9]1=[O:10].[Zn:21]>>[CH2:2]1[CH:3]2[CH2:4][CH2:5][CH:6]([CH2:11][CH2:12][CH2:13][CH2:14][CH:15]([CH2:16][CH3:17])[O:18][CH3:19])[CH:7]2[CH2:8][C:9]1=[O:10]. The reactants are COc1ccc(C2(c3nnc4ncc(-c5ccc(Br)cc5)nn34)CC2)cc1, O=C([O-])[O-], C1COCCO1, CNC1CCCCC1NC, [Cu]I, [K+], [K+], O=C1CCCN1. Yields the product COc1ccc(C2(c3nnc4ncc(-c5ccc(N6CCCC6=O)cc5)nn34)CC2)cc1. As a reaction SMILES: [Br:1][c:2]1[cH:3][cH:4][c:5](-[c:8]2[cH:9][n:10][c:11]3[n:12]([n:13]2)[c:14]([C:17]2([c:20]4[cH:21][cH:22][c:23]([O:26][CH3:27])[cH:24][cH:25]4)[CH2:18][CH2:19]2)[n:15][n:16]3)[cH:6][cH:7]1.[C:44](=[O:45])([O-:46])[O-:47].[CH2:50]1[O:51][CH2:52][CH2:53][O:54][CH2:55]1.[CH3:34][NH:35][CH:36]1[CH2:37][CH2:38][CH2:39][CH2:40][CH:41]1[NH:42][CH3:43].[Cu:56][I:57].[K+:48].[K+:49].[NH:28]1[C:29](=[O:33])[CH2:30][CH2:31][CH2:32]1>>[c:2]1([N:28]2[C:29](=[O:33])[CH2:30][CH2:31][CH2:32]2)[cH:3][cH:4][c:5](-[c:8]2[cH:9][n:10][c:11]3[n:12]([n:13]2)[c:14]([C:17]2([c:20]4[cH:21][cH:22][c:23]([O:26][CH3:27])[cH:24][cH:25]4)[CH2:18][CH2:19]2)[n:15][n:16]3)[cH:6][cH:7]1. Reactants: Br, COc1cnnc(-c2ccc(F)c(Cl)c2)c1. The product is Br, Oc1cnnc(-c2ccc(F)c(Cl)c2)c1. RXN SMILES: [BrH:17].[Cl:1][c:2]1[cH:3][c:4](-[c:9]2[n:10][n:11][cH:12][c:13]([O:15][CH3:16])[cH:14]2)[cH:5][cH:6][c:7]1[F:8]>>[BrH:17].[Cl:1][c:2]1[cH:3][c:4](-[c:9]2[n:10][n:11][cH:12][c:13]([OH:15])[cH:14]2)[cH:5][cH:6][c:7]1[F:8]. Reaction conditions: time 8 hour. The reactants are C(C(=O)[O-])(=O)[O-] (oxalate), C(C)(=O)[O-].[Na+] (sodium acetate), C(C1=CC=CC=C1)OC(=O)N1CCC(CC1)CCCCC(C(=O)OCC)=O (ethyl 6-(1-benzyloxycarbonyl-4-piperidyl)-2-oxohexanoate), C(#N)[BH3-].[Na+] (sodium cyanoborohydride), C(C)(C)(C)OC([C@H]1N(CCC1)C([C@@H](N)C)=O)=O (N-(L-alanyl)-L-proline tert-butyl ester). The solvent is C(C)O (ethanol), C(C)(=O)O (acetic acid), C(C)O (ethanol). Isolated yield 13.3%. The product is C(C)(C)(C)OC([C@H]1N(CCC1)C([C@@H](NC(CCCCC1CCN(CC1)C(=O)OCC1=CC=CC=C1)C(=O)OCC)C)=O)=O (N-[N-[5-(1-benzyloxycarbonyl-4-piperidyl)-1-ethoxycarbonylpentyl]-L-alanyl]-L-proline tert-butyl ester). Procedure: A solution of 0.57 g of sodium cyanoborohydride in 40 ml of ethanol is added dropwise to a stirred mixture of 2 g of N-(L-alanyl)-L-proline tert-butyl ester.oxalate, 1 g of sodium acetate, 0.72 g of acetic acid, 10 g of molecular sieves 3 A, 3.4 g of ethyl 6-(1-benzyloxycarbonyl-4-piperidyl)-2-oxohexanoate and 50 ml of ethanol at room temperature over a period of 2 hours. The reaction mixture is allowed to stand overnight and filtered, and the filtrate is concentrated under reduced pressure. The... As a reaction SMILES: C([BH3-])#N.[Na+].[C:5]([O:9][C:10](=[O:21])[C@@H:11]1[CH2:15][CH2:14][CH2:13][N:12]1[C:16](=[O:20])[C@H:17]([CH3:19])[NH2:18])([CH3:8])([CH3:7])[CH3:6].C([O-])(=O)C([O-])=O.C([O-])(=O)C.[Na+].[CH2:33]([O:40][C:41]([N:43]1[CH2:48][CH2:47][CH:46]([CH2:49][CH2:50][CH2:51][CH2:52][C:53](=O)[C:54]([O:56][CH2:57][CH3:58])=[O:55])[CH2:45][CH2:44]1)=[O:42])[C:34]1[CH:39]=[CH:38][CH:37]=[CH:36][CH:35]=1>C(O)C.C(O)(=O)C>[C:5]([O:9][C:10](=[O:21])[C@@H:11]1[CH2:15][CH2:14][CH2:13][N:12]1[C:16](=[O:20])[C@H:17]([CH3:19])[NH:18][CH:53]([C:54]([O:56][CH2:57][CH3:58])=[O:55])[CH2:52][CH2:51][CH2:50][CH2:49][CH:46]1[CH2:47][CH2:48][N:43]([C:41]([O:40][CH2:33][C:34]2[CH:35]=[CH:36][CH:37]=[CH:38][CH:39]=2)=[O:42])[CH2:44][CH2:45]1)([CH3:6])([CH3:8])[CH3:7] |f:0.1,4.5|. The reactants are C(C1=CC=CC=C1)OC(=O)NC(C(=O)NC1=CC=C(C=C1)CC(=O)OCC)COC1OCCCC1 ((RS)-2-(benzyloxycarbonylamino)-N-(4-(ethoxycarbonylmethyl)phenyl)-3-(tetrahydropyran-2-yloxy)propanamide), COC1=CC=C(C=C1)S(=O)(=O)Cl (4-methoxybenzenesulfonyl chloride). The reagents and catalysts are [Pd] (Pd-C). Product: C(C)OC(=O)CC1=CC=C(C=C1)NC(C(COC1OCCCC1)NS(=O)(=O)C1=CC=C(C=C1)OC)=O ((RS)-N-(4-(ethoxycarbonylmethyl)phenyl)-2-(4-methoxybenzenesulfonylamino)-3-(tetrahydropyran-2-yloxy)propanamide). The yield is 2.6%. Reaction SMILES: C(OC([NH:11][CH:12]([CH2:28][O:29][CH:30]1[CH2:35][CH2:34][CH2:33][CH2:32][O:31]1)[C:13]([NH:15][C:16]1[CH:21]=[CH:20][C:19]([CH2:22][C:23]([O:25][CH2:26][CH3:27])=[O:24])=[CH:18][CH:17]=1)=[O:14])=O)C1C=CC=CC=1.[CH3:36][O:37][C:38]1[CH:43]=[CH:42][C:41]([S:44](Cl)(=[O:46])=[O:45])=[CH:40][CH:39]=1>[Pd]>[CH2:26]([O:25][C:23]([CH2:22][C:19]1[CH:18]=[CH:17][C:16]([NH:15][C:13](=[O:14])[CH:12]([NH:11][S:44]([C:41]2[CH:40]=[CH:39][C:38]([O:37][CH3:36])=[CH:43][CH:42]=2)(=[O:46])=[O:45])[CH2:28][O:29][CH:30]2[CH2:35][CH2:34][CH2:33][CH2:32][O:31]2)=[CH:21][CH:20]=1)=[O:24])[CH3:27]. Procedure details: The procedure described in Example 15 was repeated, except that (RS)-2-(benzyloxycarbonylamino)-N-(4-(ethoxycarbonylmethyl)phenyl)-3-(tetrahydropyran-2-yloxy)propanamide (0.68 g) was hydrogenolyzed in the presence of 10% Pd-C, and then, reacted with 4-methoxybenzenesulfonyl chloride (575 mg) to obtain (RS)-N-(4-(ethoxycarbonylmethyl)phenyl)-2-(4-methoxybenzenesulfonylamino)-3-(tetrahydropyran-2-yloxy)propanamide (3 19 mg). Starting materials: C1CCOC1, COC(=O)c1ccc2c(c1)COc1cc(Br)ccc1-2, CO, Cl, [Na+], [OH-]. Product: O=C(O)c1ccc2c(c1)COc1cc(Br)ccc1-2. RXN SMILES: [CH2:23]1[O:24][CH2:25][CH2:26][CH2:27]1.[CH3:1][O:2][C:3](=[O:4])[c:5]1[cH:6][cH:7][c:8]2[c:9]([cH:19]1)[CH2:10][O:11][c:12]1[cH:13][c:14]([Br:18])[cH:15][cH:16][c:17]1-2.[CH3:28][OH:29].[ClH:22].[Na+:21].[OH-:20]>>[O:2]=[C:3]([OH:4])[c:5]1[cH:6][cH:7][c:8]2[c:9]([cH:19]1)[CH2:10][O:11][c:12]1[cH:13][c:14]([Br:18])[cH:15][cH:16][c:17]1-2.